Dataset: the Open Reaction Database (ORD), a public repository of structured organic reaction records. Task: describe an organic reaction: reactants, conditions, products, and yield Starting materials: CC1(C)SC2C(N3C(=O)c4ccccc4C3=O)C(=O)N2C1C(=O)O, CC#N, O=C(Cl)OCC(Cl)(Cl)Cl, CN(C)C=O, c1ccncc1. Product: CC1(C)SC2C(N3C(=O)c4ccccc4C3=O)C(=O)N2C1C(=O)OCC(Cl)(Cl)Cl. RXN SMILES: [C:13]1(=[O:36])[c:14]2[c:15]([cH:32][cH:33][cH:34][cH:35]2)[C:16](=[O:31])[N:17]1[CH:18]1[CH:19]2[N:20]([CH:21]([C:26]([OH:27])=[O:28])[C:22]([CH3:24])([CH3:25])[S:23]2)[C:29]1=[O:30].[CH3:10][C:11]#[N:12].[Cl:1][C:2]([CH2:3][O:4][C:5](=[O:6])[Cl:7])([Cl:8])[Cl:9].[O:37]=[CH:38][N:39]([CH3:40])[CH3:41].[cH:42]1[cH:43][cH:44][n:45][cH:46][cH:47]1>>[Cl:1][C:2]([CH2:3][O:4][C:5](=[O:6])[CH:21]1[N:20]2[CH:19]([CH:18]([N:17]3[C:13](=[O:36])[c:14]4[c:15]([cH:32][cH:33][cH:34][cH:35]4)[C:16]3=[O:31])[C:29]2=[O:30])[S:23][C:22]1([CH3:24])[CH3:25])([Cl:8])[Cl:9]. The reactants are FC(C(=O)NCCNC1=CC=C(C=C1)[N+](=O)[O-])(F)F (4-(2-trifluoroacetylamino-ethylamino)-nitrobenzene), C(C)(=O)OC(C)=O (acetic acid anhydride). Run in C(C)(=O)O (acetic acid). Reaction conditions: temperature 80 celsius, time 8 hour. Product: C(C)(=O)N(CCNC(C(F)(F)F)=O)C1=CC=C(C=C1)[N+](=O)[O-] (4-[N-Acetyl-N-(2-trifluoroacetylamino-ethyl)-amino]-nitrobenzene). RXN SMILES: [F:1][C:2]([F:19])([F:18])[C:3]([NH:5][CH2:6][CH2:7][NH:8][C:9]1[CH:14]=[CH:13][C:12]([N+:15]([O-:17])=[O:16])=[CH:11][CH:10]=1)=[O:4].[C:20](OC(=O)C)(=[O:22])[CH3:21]>C(O)(=O)C>[C:20]([N:8]([C:9]1[CH:14]=[CH:13][C:12]([N+:15]([O-:17])=[O:16])=[CH:11][CH:10]=1)[CH2:7][CH2:6][NH:5][C:3](=[O:4])[C:2]([F:18])([F:19])[F:1])(=[O:22])[CH3:21]. Reported procedure: 0.6 g (2.1 mmol) of 4-(2-trifluoroacetylamino-ethylamino)-nitrobenzene are dissolved in 10 ml of glacial acetic acid and after the addition of 2 ml (21.2 mmol) of acetic acid anhydride stirred for 5 hours at 80° C. and overnight at ambient temperature. The solvent is distilled off, the residue is made alkaline with sodium hydrogen carbonate and extracted with ethyl acetate. The combined organic extracts are dried and evaporated down. Reactants: ON1N=NC2=C1C=CC=C2 (1-hydroxybenzotriazole), Cl.CN(CCCN=C=NCC)C (1-(3-dimethylamino-propyl)-3-ethylcarbodiimide hydrochloride), COC([C@H]1N(C[C@H](C1)N)C(=O)OC(C)(C)C)=O (cis-4-Amino-N-tert-Butoxycarbonyl-L-Proline Methyl Ester), C(C)(C)(C)OC(=O)NCC(=O)O (N-tert-butoxycarbonylglycine). Solvent: ClCCl (dichloromethane), C(C)N(CC)CC (Triethylamine). Run at time 19 hour. Product: COC([C@H]1N(C[C@H](C1)NC(CNC(=O)OC(C)(C)C)=O)C(=O)OC(C)(C)C)=O (N-tert-Butoxycarbonyl-cis-4-(N-tert-Butoxycarbonylglycylamino)-L-Proline Methyl Ester). Isolated yield 104.7%. As a reaction SMILES: ON1C2C=CC=CC=2N=N1.Cl.CN(C)CCCN=C=NCC.[CH3:23][O:24][C:25](=[O:39])[C@@H:26]1[CH2:30][C@H:29]([NH2:31])[CH2:28][N:27]1[C:32]([O:34][C:35]([CH3:38])([CH3:37])[CH3:36])=[O:33].[C:40]([O:44][C:45]([NH:47][CH2:48][C:49](O)=[O:50])=[O:46])([CH3:43])([CH3:42])[CH3:41]>ClCCl.C(N(CC)CC)C>[CH3:23][O:24][C:25](=[O:39])[C@@H:26]1[CH2:30][C@H:29]([NH:31][C:49](=[O:50])[CH2:48][NH:47][C:45]([O:44][C:40]([CH3:42])([CH3:41])[CH3:43])=[O:46])[CH2:28][N:27]1[C:32]([O:34][C:35]([CH3:36])([CH3:38])[CH3:37])=[O:33] |f:1.2|. Reported procedure: Triethylamine (1.13 mL), 1-hydroxybenzotriazole (1.04 g), and 1-(3-dimethylamino-propyl)-3-ethylcarbodiimide hydrochloride (1.56 g) were added to a solution of cis-4-amino-N-tert-butoxycarbonyl-L-proline methyl ester (Compound D102 (C), 1.65 g) and N-tert-butoxycarbonylglycine (1.42 g) in dichloromethane (100 mL) at 0° C. The mixture was stirred at room temperature for 19 hr and evaporated in vacuo. The residue was diluted with ethyl acetate and washed with 10% citric acid, saturated sodium hydr...